This data is from the Open Reaction Database (ORD), a public repository of structured organic reaction records. The task is: describe an organic reaction: reactants, conditions, products, and yield Starting materials: C=1(O)C(O)=CC=CC1 (catechol), NCCCCCCCCCCCCN (1,12diaminododecane), cupric sulfate, O=O (Oxygen), O=O (Oxygen). Run in ClC=C(Cl)Cl (trichloroethylene), ClCC(CCl)Cl (1,2,3trichloropropane), ClC=C(Cl)Cl (trichloroethylene). The product is C1(=CC=CC=C1)C=1C(C=CC(C1)=O)=O.NCCCCCCCCCCCCN (2-phenyl-benzoquinone 1,12-diaminododecane). RXN SMILES: [C:1]1([C:3](=[CH:5][CH:6]=[CH:7][CH:8]=1)O)[OH:2].[NH2:9][CH2:10][CH2:11][CH2:12][CH2:13][CH2:14][CH2:15][CH2:16][CH2:17][CH2:18][CH2:19][CH2:20][CH2:21][NH2:22].[O:23]=O>ClCC(Cl)CCl.ClC=C(Cl)Cl>[C:16]1([C:5]2[C:6](=[O:23])[CH:7]=[CH:8][C:1](=[O:2])[CH:3]=2)[CH:17]=[CH:18][CH:19]=[CH:20][CH:21]=1.[NH2:9][CH2:10][CH2:11][CH2:12][CH2:13][CH2:14][CH2:15][CH2:16][CH2:17][CH2:18][CH2:19][CH2:20][CH2:21][NH2:22] |f:5.6|. Reported procedure: About 14.54 g (0.0782 mol) 2-phenyl-hydrooquinone, about 0.2 g (0.0018 mol) catechol (chemical name 1,2-dihydroxybenzene) and about 16 g (0.08 mol) 1,12diaminododecane were dissolved in a solvent mixture comprising of about 30 mL of 1,2,3trichloropropane and 60 mL of trichloroethylene. Oxygen was then passed at a flow rate of about 50 cc/min through the solution for about one hour. About 0.2 g of cupric sulfate was then added to the reaction mixture. Oxygen flow was reinstated for about an addit... Starting materials: 3S/R, 4S/R, ( 2R ), C(C)(C)(C)OC(CC(C(CF)O)NC(C(CCC)CC(=O)N1C2=CC=CC=C2C=2C=CC=CC12)=O)=O (3-[2-(2-carbazol-9-yl-2-oxo-ethyl)-pentanoylamino]-5-fluoro-4-hydroxy-pentanoic acid tert-butyl ester), CC(=O)OI1(C2=CC=CC=C2C(=O)O1)(OC(=O)C)OC(=O)C (1,1,1-triacetoxy-1,1-dihydro-1,2-benziodoxol-3(1H)-one). Solvent: C(Cl)Cl (DCM), C(Cl)Cl (DCM). Run at time 3 hour. Yields the product C(C)(C)(C)OC(CC(C(CF)=O)NC(C(CCC)CC(=O)N1C2=CC=CC=C2C=2C=CC=CC12)=O)=O (3-[2-(2-Carbazol-9-yl-2-oxo-ethyl)-pentanoylamino]-5-fluoro-4-oxo-pentanoic acid tert-butyl ester), solid. Yield: 57.0%. Reported procedure: A stirred solution of [3S/R, 4S/R, (2R)]-3-[2-(2-carbazol-9-yl-2-oxo-ethyl)-pentanoylamino]-5-fluoro-4-hydroxy-pentanoic acid tert-butyl ester (2.51 g, 5.03 mmol) in anhydrous DCM (60 ml) was treated with 1,1,1-triacetoxy-1,1-dihydro-1,2-benziodoxol-3(1H)-one (2.35 g, 5.53 mmol) at 0° C. The resulting mixture was kept at 0° C. for 3 h, diluted with DCM, and then washed sequentially with saturated aqueous sodium thiosulphate, NaHCO3 solution and brine. The organics were dried (Na2SO4) and concent... RXN SMILES: [C:1]([O:5][C:6](=[O:36])[CH2:7][CH:8]([NH:13][C:14](=[O:35])[CH:15]([CH2:19][C:20]([N:22]1[C:34]2[CH:33]=[CH:32][CH:31]=[CH:30][C:29]=2[C:28]2[C:23]1=[CH:24][CH:25]=[CH:26][CH:27]=2)=[O:21])[CH2:16][CH2:17][CH3:18])[CH:9]([OH:12])[CH2:10][F:11])([CH3:4])([CH3:3])[CH3:2].CC(OI1(OC(C)=O)(OC(C)=O)OC(=O)C2C1=CC=CC=2)=O>C(Cl)Cl>[C:1]([O:5][C:6](=[O:36])[CH2:7][CH:8]([NH:13][C:14](=[O:35])[CH:15]([CH2:19][C:20]([N:22]1[C:34]2[CH:33]=[CH:32][CH:31]=[CH:30][C:29]=2[C:28]2[C:23]1=[CH:24][CH:25]=[CH:26][CH:27]=2)=[O:21])[CH2:16][CH2:17][CH3:18])[C:9](=[O:12])[CH2:10][F:11])([CH3:2])([CH3:3])[CH3:4]. Reactants: C(C)(=O)OCC(CCC1=CC(=CC=C1)O)(C)NC(C)=O (2-Acetamido-4-(3-hydroxyphenyl)-2-methylbutyl acetate), Cl.NC(CO)(CCC)CCC1=C(C=CC=C1)OCCCCCCC (2-Amino-2-(2-(2-heptyloxyphenyl)ethyl)pentanol hydrochloride), C(CCCCCCC)Br (octyl bromide), example 52 ( 9 ). The product is Cl.NC(CO)(CCC1=CC(=CC=C1)OCCCCCCCC)C (2-Amino-4-(3-octyloxyphenyl)-2-methylbutanol hydrochloride). RXN SMILES: C([O:4][CH2:5][C:6]([NH:17]C(=O)C)([CH3:16])[CH2:7][CH2:8][C:9]1[CH:14]=[CH:13][CH:12]=[C:11]([OH:15])[CH:10]=1)(=O)C.[CH2:21](Br)[CH2:22][CH2:23][CH2:24][CH2:25][CH2:26][CH2:27][CH3:28].[ClH:30].NC(CCC1C=CC=CC=1OCCCCCCC)(CCC)CO>>[ClH:30].[NH2:17][C:6]([CH3:16])([CH2:7][CH2:8][C:9]1[CH:14]=[CH:13][CH:12]=[C:11]([O:15][CH2:21][CH2:22][CH2:23][CH2:24][CH2:25][CH2:26][CH2:27][CH3:28])[CH:10]=1)[CH2:5][OH:4] |f:2.3,4.5|. Procedure details: 2-Acetamido-4-(3-hydroxyphenyl)-2-methylbutyl acetate and octyl bromide were used in the same manner as working example 52 (9) and (10) to give the subject compound as white crystals, melting at 130-132° C.